Task: describe an organic reaction: reactants, conditions, products, and yield. Dataset: the Open Reaction Database (ORD), a public repository of structured organic reaction records Starting materials: Cl.NN1CCC2=CC=CC=C12 (1-amino-indoline hydrochloride), O=C1NCCC(C1)=O (2,4-dioxopiperidine). Solvent: C(C)O (ethanol). The product is C1=C2C3=C(N4C2=C(C=C1)CC4)CCNC3=O (4,5,7,8-Tetrahydropyrido[4,3-b]pyrrolo[3,2,1-hi]indol-10(9H)-one). The yield is 201.0%. Reaction SMILES: Cl.N[N:3]1[C:11]2[C:6](=[CH:7][CH:8]=[CH:9][CH:10]=2)[CH2:5][CH2:4]1.[O:12]=[C:13]1[CH2:18][C:17](=O)[CH2:16][CH2:15][NH:14]1>C(O)C>[CH:9]1[CH:8]=[CH:7][C:6]2[CH2:5][CH2:4][N:3]3[C:11]=2[C:10]=1[C:18]1[C:13](=[O:12])[NH:14][CH2:15][CH2:16][C:17]=13 |f:0.1|. Procedure details: A solution of 1-amino-indoline hydrochloride (1.0 g) and 2,4-dioxopiperidine (663 mg) in absolute ethanol (40 ml) was stirred under nitrogen for 48 h. The solvent was removed in vacuo and the residue was dissolved in diethylene glycol (30 ml) and heated at 200° for 2 h. The solution was allowed to cool, poured into water (200 ml) and extracted with dichloromethane (3×100 ml). The combined, dried organic extracts were evaporated to give an oil (ca. 2.5 g) which was purified by short path column c... Starting materials: C1CCOC1, COc1cc(C(=O)c2c(-c3ccc(OCCN4CCCC4)cc3)sc3cc(OCc4ccccc4)ccc23)ccc1O, CC(C)C[AlH]CC(C)C, O=C(O)C(F)(F)F, [Na+], O=C([O-])O. Yields the product COc1cc(Cc2c(-c3ccc(OCCN4CCCC4)cc3)sc3cc(OCc4ccccc4)ccc23)ccc1O. As a reaction SMILES: [CH2:64]1[O:65][CH2:66][CH2:67][CH2:68]1.[CH3:1][O:2][c:3]1[cH:4][c:5]([C:10](=[O:11])[c:12]2[c:13]3[c:14]([s:15][c:16]2-[c:17]2[cH:18][cH:19][c:20]([O:23][CH2:24][CH2:25][N:26]4[CH2:27][CH2:28][CH2:29][CH2:30]4)[cH:21][cH:22]2)[cH:31][c:32]([O:35][CH2:36][c:37]2[cH:38][cH:39][cH:40][cH:41][cH:42]2)[cH:33][cH:34]3)[cH:6][cH:7][c:8]1[OH:9].[CH3:43][CH:44]([CH2:45][AlH:46][CH2:47][CH:48]([CH3:49])[CH3:50])[CH3:51].[F:52][C:53]([F:54])([F:55])[C:56]([OH:57])=[O:58].[Na+:63].[O-:59][C:60]([OH:61])=[O:62]>>[CH3:1][O:2][c:3]1[cH:4][c:5]([CH2:10][c:12]2[c:13]3[c:14]([s:15][c:16]2-[c:17]2[cH:18][cH:19][c:20]([O:23][CH2:24][CH2:25][N:26]4[CH2:27][CH2:28][CH2:29][CH2:30]4)[cH:21][cH:22]2)[cH:31][c:32]([O:35][CH2:36][c:37]2[cH:38][cH:39][cH:40][cH:41][cH:42]2)[cH:33][cH:34]3)[cH:6][cH:7][c:8]1[OH:9]. The reactants are COC=1C=CC(=CC1)CO (p-methoxybenzyl alcohol), COC1=CC=C(COC(=O)NC2C(N(C2=O)CC2=C(C=C(C=C2)OC)OC)C(=O)OC)C=C1 (methyl 3-(p-methoxybenzyloxycarbonylamino)-1-(2,4-dimethoxybenzyl)-4-oxoazetidine-2-carboxylate), ClC(CO)(Cl)Cl (2,2,2-trichloroethanol), C(C1=CC=CC=C1)OC(=O)NC1C(N(C1=O)CC1=C(C=C(C=C1)OC)OC)C(=O)OC (methyl 3-(benzyloxycarbonylamino)-1-(2,4-dimethoxybenzyl)-4-oxoazetidine-2-carboxylate), CC1(C2CCC1(C(C2)O)C)C (isoborneol), C(C1=CC=CC=C1)O (benzyl alcohol), methyl 3-(isobornyloxycarbonylamino)-1-(2,4-dimethoxybenzyl)-4-oxoazetidine-2-carboxylate. The solvent is C(C)(C)(C)O (t-butanol). Product: ClC(COC(=O)NC1C(N(C1=O)CC1=C(C=C(C=C1)OC)OC)C(=O)OC)(Cl)Cl (methyl 3-(2,2,2-trichloroethoxycarbonylamino)-1-(2,4-dimethoxybenzyl)-4-oxoazetidine-2-carboxylate). RXN SMILES: COC1C=CC(CO)=CC=1.CC1(C)C2(C)C(O)CC1CC2.C(O)C1C=CC=CC=1.[Cl:30][C:31]([Cl:35])([Cl:34])[CH2:32][OH:33].COC1C=CC(C[O:43][C:44]([NH:46][CH:47]2[C:50](=[O:51])[N:49]([CH2:52][C:53]3[CH:58]=[CH:57][C:56]([O:59][CH3:60])=[CH:55][C:54]=3[O:61][CH3:62])[CH:48]2[C:63]([O:65][CH3:66])=[O:64])=O)=CC=1.C(OC(NC1C(=O)N(CC2C=CC(OC)=CC=2OC)C1C(OC)=O)=O)C1C=CC=CC=1>C(O)(C)(C)C>[Cl:30][C:31]([Cl:35])([Cl:34])[CH2:32][O:33][C:44]([NH:46][CH:47]1[C:50](=[O:51])[N:49]([CH2:52][C:53]2[CH:58]=[CH:57][C:56]([O:59][CH3:60])=[CH:55][C:54]=2[O:61][CH3:62])[CH:48]1[C:63]([O:65][CH3:66])=[O:64])=[O:43]. Procedure details: When p-methoxybenzyl alcohol, isoborneol, benzyl alcohol, or 2,2,2-trichloroethanol is substituted for t-butanol in Example 3, methyl 3-(p-methoxybenzyloxycarbonylamino)-1-(2,4-dimethoxybenzyl)-4-oxoazetidine-2-carboxylate, methyl 3-(isobornyloxycarbonylamino)-1-(2,4-dimethoxybenzyl)-4-oxoazetidine-2-carboxylate, methyl 3-(benzyloxycarbonylamino)-1-(2,4-dimethoxybenzyl)-4-oxoazetidine-2-carboxylate, or methyl 3-(2,2,2-trichloroethoxycarbonylamino)-1-(2,4-dimethoxybenzyl)-4-oxoazetidine-2-carboxy... Reactants: Cc1cc(C=Cc2cc3c(cc2CBr)C(C)(C)C(=O)CC3(C)C)ccc1C(=O)O, CN1CCCC1, c1cn[nH]c1. Yields the product Cc1cc(C=Cc2cc3c(cc2Cn2cccn2)C(C)(C)C(=O)CC3(C)C)ccc1C(=O)O. RXN SMILES: [CH3:1][c:2]1[c:3]([C:4](=[O:5])[OH:6])[cH:7][cH:8][c:9]([CH:11]=[CH:12][c:13]2[cH:14][c:15]3[c:20]([cH:21][c:22]2[CH2:23][Br:24])[C:19]([CH3:25])([CH3:26])[C:18](=[O:27])[CH2:17][C:16]3([CH3:28])[CH3:29])[cH:10]1.[CH3:35][N:36]1[CH2:37][CH2:38][CH2:39][CH2:40]1.[nH:30]1[n:31][cH:32][cH:33][cH:34]1>>[CH3:1][c:2]1[c:3]([C:4](=[O:5])[OH:6])[cH:7][cH:8][c:9]([CH:11]=[CH:12][c:13]2[cH:14][c:15]3[c:20]([cH:21][c:22]2[CH2:23][n:30]2[n:31][cH:32][cH:33][cH:34]2)[C:19]([CH3:25])([CH3:26])[C:18](=[O:27])[CH2:17][C:16]3([CH3:28])[CH3:29])[cH:10]1. Reactants: [Al+3], CCOC(=O)C1(c2ccc(-c3ccccc3)cc2)CC1, CC(=O)Cl, [Cl-], [Cl-], [Cl-], ClCCl, O. The product is CCOC(=O)C1(c2ccc(-c3ccc(C(C)=O)cc3)cc2)CC1. As a reaction SMILES: [Al+3:22].[CH2:1]([CH3:2])[O:3][C:4](=[O:5])[C:6]1([c:9]2[cH:10][cH:11][c:12](-[c:15]3[cH:16][cH:17][cH:18][cH:19][cH:20]3)[cH:13][cH:14]2)[CH2:7][CH2:8]1.[CH3:25][C:26]([Cl:27])=[O:28].[Cl-:21].[Cl-:23].[Cl-:24].[Cl:30][CH2:31][Cl:32].[OH2:29]>>[CH2:1]([CH3:2])[O:3][C:4](=[O:5])[C:6]1([c:9]2[cH:10][cH:11][c:12](-[c:15]3[cH:16][cH:17][c:18]([C:26]([CH3:25])=[O:28])[cH:19][cH:20]3)[cH:13][cH:14]2)[CH2:7][CH2:8]1. Starting materials: C(C=C)OC1=CC=C(C=C1)C(C)=O (4′-allyloxyacetophenone), C=1(C(=CC=CC1)C)C (xylene), teflon. The product is C(C=C)C=1C=C(C=CC1O)C(C)=O (3′-allyl-4′-hydroxyacetophenone). As a reaction SMILES: C([O:4][C:5]1[CH:10]=[CH:9][C:8]([C:11](=[O:13])[CH3:12])=[CH:7][CH:6]=1)C=C.[C:14]1(C)[C:15](C)=CC=C[CH:19]=1>>[CH2:15]([C:10]1[CH:9]=[C:8]([C:11](=[O:13])[CH3:12])[CH:7]=[CH:6][C:5]=1[OH:4])[CH:14]=[CH2:19]. Procedure details: A solution of 4′-allyloxyacetophenone (6.0 g, 34.1 mmol) in 10 mL xylene is introduced into a thick walled pyrex tube, which is sealed with a teflon cap. After heating to 230° for 5 hours, the solution is cooled to 0°. The precipitated white solid is filtered and the solid is washed with cold toluene and hexane to yield 3′-allyl-4′-hydroxyacetophenone.